This data is from the Open Reaction Database (ORD), a public repository of structured organic reaction records. The task is: describe an organic reaction: reactants, conditions, products, and yield Starting materials: [Al+3], B, CC(C)(C)N, CCOC(=O)c1c(-c2ccc(C(C)(C)C)cc2)c2cccc(C(=O)C3CC3)c2n1Cc1cccc(OC)c1, [Cl-], [Cl-], [Cl-], ClCCl. Yields the product CCOC(=O)c1c(-c2ccc(C(C)(C)C)cc2)c2cccc(CC3CC3)c2n1Cc1cccc(OC)c1. Reaction SMILES: [Al+3:2].[BH3:10].[C:5]([NH2:6])([CH3:7])([CH3:8])[CH3:9].[CH2:11]([CH3:12])[O:13][C:14](=[O:15])[c:16]1[n:17]([CH2:40][c:41]2[cH:42][c:43]([O:47][CH3:48])[cH:44][cH:45][cH:46]2)[c:18]2[c:19]([C:35](=[O:36])[CH:37]3[CH2:38][CH2:39]3)[cH:20][cH:21][cH:22][c:23]2[c:24]1-[c:25]1[cH:26][cH:27][c:28]([C:31]([CH3:32])([CH3:33])[CH3:34])[cH:29][cH:30]1.[Cl-:1].[Cl-:3].[Cl-:4].[Cl:49][CH2:50][Cl:51]>>[CH2:11]([CH3:12])[O:13][C:14](=[O:15])[c:16]1[n:17]([CH2:40][c:41]2[cH:42][c:43]([O:47][CH3:48])[cH:44][cH:45][cH:46]2)[c:18]2[c:19]([CH2:35][CH:37]3[CH2:38][CH2:39]3)[cH:20][cH:21][cH:22][c:23]2[c:24]1-[c:25]1[cH:26][cH:27][c:28]([C:31]([CH3:32])([CH3:33])[CH3:34])[cH:29][cH:30]1. The reactants are [Al+3], O=C1CCC2=C(CCc3cccc(Cl)c32)N1, [H-], [H-], [H-], [H-], [Li+], [Na+], C1CCOC1, [OH-]. Product: Clc1cccc2c1C1=C(CC2)NCCC1. Reaction SMILES: [Al+3:18].[Cl:1][c:2]1[cH:3][cH:4][cH:5][c:6]2[c:7]1[C:8]1=[C:13]([NH:12][C:11](=[O:16])[CH2:10][CH2:9]1)[CH2:14][CH2:15]2.[H-:17].[H-:20].[H-:21].[H-:22].[Li+:19].[Na+:24].[O:25]1[CH2:26][CH2:27][CH2:28][CH2:29]1.[OH-:23]>>[Cl:1][c:2]1[cH:3][cH:4][cH:5][c:6]2[c:7]1[C:8]1=[C:13]([NH:12][CH2:11][CH2:10][CH2:9]1)[CH2:14][CH2:15]2. The reactants are ClC1=C(C2=C(CCN(CC2)C(C(F)(F)F)=O)C=C1)OS(=O)(=O)C(F)(F)F (7-chloro-3-(2,2,2-trifluoroacetyl)-6-trifluoromethanesulfonyloxy-2,3,4,5-tetrahydro-1H-benzo[d]azepine), C([O-])([O-])=O.[Cs+].[Cs+] (cesium carbonate), C1(=CC=CC=C1)C=1C=C(CN)C=CC1 (3-phenyl-benzylamine), C=1C=CC(=CC1)P(C=2C=CC=CC2)C3=CC=C4C=CC=CC4=C3C5=C6C=CC=CC6=CC=C5P(C=7C=CC=CC7)C=8C=CC=CC8 (BINAP). The reagents and catalysts are C=1C=CC(=CC1)/C=C/C(=O)/C=C/C2=CC=CC=C2.C=1C=CC(=CC1)/C=C/C(=O)/C=C/C2=CC=CC=C2.C=1C=CC(=CC1)/C=C/C(=O)/C=C/C2=CC=CC=C2.[Pd].[Pd] (tris(dibenzylideneacetone)dipalladium(0)), C(C)(=O)[O-].[Pd+2].C(C)(=O)[O-] (palladium(II) acetate). Solvent: C1(=CC=CC=C1)C (toluene). The product is ClC1=C(C2=C(CCN(CC2)C(C(F)(F)F)=O)C=C1)NCC1=CC(=CC=C1)C1=CC=CC=C1 (7-chloro-6-(3-phenyl-benzylamino)-3-(2,2,2-trifluoroacetyl)-2,3,4,5-tetrahydro-1H-benzo[d]azepine). Yield: 79.3%. Reaction SMILES: [Cl:1][C:2]1[CH:18]=[CH:17][C:5]2[CH2:6][CH2:7][N:8]([C:11](=[O:16])[C:12]([F:15])([F:14])[F:13])[CH2:9][CH2:10][C:4]=2[C:3]=1OS(C(F)(F)F)(=O)=O.[C:27]1([C:33]2[CH:34]=[C:35]([CH:38]=[CH:39][CH:40]=2)[CH2:36][NH2:37])[CH:32]=[CH:31][CH:30]=[CH:29][CH:28]=1.C1C=CC(P(C2C(C3C(P(C4C=CC=CC=4)C4C=CC=CC=4)=CC=C4C=3C=CC=C4)=C3C(C=CC=C3)=CC=2)C2C=CC=CC=2)=CC=1.C(=O)([O-])[O-].[Cs+].[Cs+]>C1(C)C=CC=CC=1.C([O-])(=O)C.[Pd+2].C([O-])(=O)C.C1C=CC(/C=C/C(/C=C/C2C=CC=CC=2)=O)=CC=1.C1C=CC(/C=C/C(/C=C/C2C=CC=CC=2)=O)=CC=1.C1C=CC(/C=C/C(/C=C/C2C=CC=CC=2)=O)=CC=1.[Pd].[Pd]>[Cl:1][C:2]1[CH:18]=[CH:17][C:5]2[CH2:6][CH2:7][N:8]([C:11](=[O:16])[C:12]([F:15])([F:14])[F:13])[CH2:9][CH2:10][C:4]=2[C:3]=1[NH:37][CH2:36][C:35]1[CH:38]=[CH:39][CH:40]=[C:33]([C:27]2[CH:32]=[CH:31][CH:30]=[CH:29][CH:28]=2)[CH:34]=1 |f:3.4.5,7.8.9,10.11.12.13.14|. Procedure: Use a method similar to the General Procedure 5-3 to couple 7-chloro-3-(2,2,2-trifluoroacetyl)-6-trifluoromethanesulfonyloxy-2,3,4,5-tetrahydro-1H-benzo[d]azepine (0.3 g, 0.706 mmol) with 3-phenyl-benzylamine (0.388 g, 2.117 mmol) using palladium(II) acetate (32 mg, 0.141 mmol), tris(dibenzylideneacetone)dipalladium(0) (65 mg, 0.070 mmol), BINAP (264 mg, 0.424 mmol) and cesium carbonate (460 mg, 1.412 mmol) in toluene (12 mL). Purify by chromatography on silica gel eluting with hexane/EtOAc (1:0... Starting materials: C(C)(C)(C)OC(=O)N1CC=C(CC1)CC1=NC2=CC=CC=C2C=C1 (1-tert-Butoxycarbonyl-4-(2-quinolylmethyl)-1,2,5,6-tetrahydropyridine), C(=O)(C(F)(F)F)O (TFA). Yields the product N1=C(C=CC2=CC=CC=C12)CC1=CCNCC1 (4-(2-quinolylmethyl)-1,2,5,6-tetrahydropyridine). Run at time 2.5 hour. Procedure details: 1-tert-Butoxycarbonyl-4-(2-quinolylmethyl)-1,2,5,6-tetrahydropyridine (1.98 g) was dissolved in dichloromethane (5 ml), and TFA (5 ml) was added to the solution under cooling on ice. The mixture was stirred for 2.5 hours at room temperature and concentrated under reduced pressure. A saturated solution of sodium hydrogencarbonate was added to the residue to neutralize, the mixture was then extracted with chloroform. The organic phase was dried over sodium sulfate anhydrate and concentrated under ... Run in ClCCl (dichloromethane). As a reaction SMILES: C(OC([N:8]1[CH2:13][CH2:12][C:11]([CH2:14][C:15]2[CH:24]=[CH:23][C:22]3[C:17](=[CH:18][CH:19]=[CH:20][CH:21]=3)[N:16]=2)=[CH:10][CH2:9]1)=O)(C)(C)C.C(O)(C(F)(F)F)=O>ClCCl>[N:16]1[C:17]2[C:22](=[CH:21][CH:20]=[CH:19][CH:18]=2)[CH:23]=[CH:24][C:15]=1[CH2:14][C:11]1[CH2:12][CH2:13][NH:8][CH2:9][CH:10]=1. The reactants are CCO, c1ccc2c(OCC3CO3)ccnc2c1, O=C(NC(CCCc1ccccc1)CCCc1ccccc1)C1CCNCC1. Product: O=C(NC(CCCc1ccccc1)CCCc1ccccc1)C1CCN(CC(O)COc2ccnc3ccccc23)CC1. RXN SMILES: [CH3:44][CH2:45][OH:46].[O:29]1[CH:30]([CH2:32][O:33][c:34]2[cH:35][cH:36][n:37][c:38]3[cH:39][cH:40][cH:41][cH:42][c:43]23)[CH2:31]1.[c:1]1([CH2:7][CH2:8][CH2:9][CH:10]([CH2:11][CH2:12][CH2:13][c:14]2[cH:15][cH:16][cH:17][cH:18][cH:19]2)[NH:20][C:21](=[O:22])[CH:23]2[CH2:24][CH2:25][NH:26][CH2:27][CH2:28]2)[cH:2][cH:3][cH:4][cH:5][cH:6]1>>[c:1]1([CH2:7][CH2:8][CH2:9][CH:10]([CH2:11][CH2:12][CH2:13][c:14]2[cH:15][cH:16][cH:17][cH:18][cH:19]2)[NH:20][C:21](=[O:22])[CH:23]2[CH2:24][CH2:25][N:26]([CH2:31][CH:30]([OH:29])[CH2:32][O:33][c:34]3[cH:35][cH:36][n:37][c:38]4[cH:39][cH:40][cH:41][cH:42][c:43]34)[CH2:27][CH2:28]2)[cH:2][cH:3][cH:4][cH:5][cH:6]1. Starting materials: c1(ccc2c(c1Cl)C(NCC2)=O)Br. The reagents and catalysts are c1ccc(cc1)-c2c3ccccc3cc4ccccc24 (9-Phenylanthracene), Pd-PEPPS-IPent. Solvent: C1CCOC1 (THF). Run at temperature 70 celsius, time 18 hour. The product is Cc1nnn(C)c1c2ccc3CCNC(=O)c3c2Cl. Reaction SMILES: [Cl:1][c:2]1[c:12]([c:6]2[cH:5][cH:4][c:3]1Br)[C:10](=[O:11])[NH:9][CH2:8][CH2:7]2>>Cc1c([c:3]2[c:2]([Cl:1])[c:12]([c:6]3[cH:5][cH:4]2)[C:10](=[O:11])[NH:9][CH2:8][CH2:7]3)n(C)nn1. Reactants: BrC1=C(C=C(C=C1)Cl)[N+](=O)[O-] (1-bromo-4-chloro-2-nitrobenzene), O (water), [Cl-].[NH4+] (ammonium chloride). Reagents/catalysts: [Fe] (iron). Solvent: CO (MeOH). Conditions: temperature 23 celsius, time 18 hour. Yields the product BrC1=C(C=C(C=C1)Cl)N (2-bromo-5-chlorobenzenamine). The yield is 94.7%. RXN SMILES: [Br:1][C:2]1[CH:7]=[CH:6][C:5]([Cl:8])=[CH:4][C:3]=1[N+:9]([O-])=O.O.[Cl-].[NH4+]>CO.[Fe]>[Br:1][C:2]1[CH:7]=[CH:6][C:5]([Cl:8])=[CH:4][C:3]=1[NH2:9] |f:2.3|. Reported procedure: A solution of 1-bromo-4-chloro-2-nitrobenzene (13.92 g, 58.87 mmol) in MeOH (300 mL) was treated with water (50 mL), ammonium chloride (22.99 g, 429.8 mmol), and iron powder (325 mesh, 16.44 g, 294.4 mmol). The suspension was stirred at 23° C. After 18 hours, the suspension was filtered through celite. The filter cake was washed with MeOH (500 mL). The combined filtrate/washings were concentrated, partitioned in EtOAc/water (500 mL/200 mL), and the organic layer was separated. The aqueous layer ...